From a dataset of the Open Reaction Database (ORD), a public repository of structured organic reaction records. describe an organic reaction: reactants, conditions, products, and yield Reactants: BrC1=CC(=C(C=C1)C(CO)(C)C)OC (2-(4-bromo-2-methoxyphenyl)-2-methylpropan-1-ol), B(Br)(Br)Br (boron tribromide). Solvent: ClCCl (dichloromethane). Run at time 30 minute. The product is BrC=1C=CC(=C(C1)O)C(CO)(C)C (5-bromo-2-(1-hydroxy-2-methylpropan-2-yl)phenol). Isolated yield 31.7%. RXN SMILES: [Br:1][C:2]1[CH:7]=[CH:6][C:5]([C:8]([CH3:12])([CH3:11])[CH2:9][OH:10])=[C:4]([O:13]C)[CH:3]=1.B(Br)(Br)Br>ClCCl>[Br:1][C:2]1[CH:7]=[CH:6][C:5]([C:8]([CH3:12])([CH3:11])[CH2:9][OH:10])=[C:4]([OH:13])[CH:3]=1. Procedure: To a solution of 2-(4-bromo-2-methoxyphenyl)-2-methylpropan-1-ol (300 mg, 1.16 mmol) in dichloromethane (5 mL) was added dropwise boron tribromide (580 mg, 2.32 mmol) at −78° C. under nitrogen. The reaction mixture was warmed to room temperature and stirred for 30 minutes. The reaction was quenched with water (10 mL) and extracted with dichloromethane (20 mL). The organic layer was washed with aq. sodium bicaronate (20 mL), brine (20 mL), dried over sodium sulfate, filtered and concentrated to g...